Dataset: the Open Reaction Database (ORD), a public repository of structured organic reaction records. Task: describe an organic reaction: reactants, conditions, products, and yield Reactants: CC(=O)O[BH-](OC(C)=O)OC(C)=O, CC(=O)O, O=Cc1c(Cl)cccc1Cl, ClCCl, [Na+], Nc1nc(NCC2CCCN2)nc2nc(-c3ccco3)nn12. Yields the product Nc1nc(NCC2CCCN2Cc2c(Cl)cccc2Cl)nc2nc(-c3ccco3)nn12. RXN SMILES: [C:33]([O:34][BH-:35]([O:36][C:37](=[O:38])[CH3:39])[O:40][C:41](=[O:42])[CH3:43])(=[O:44])[CH3:45].[CH3:50][C:51](=[O:52])[OH:53].[Cl:23][c:24]1[c:25]([CH:26]=[O:27])[c:28]([Cl:32])[cH:29][cH:30][cH:31]1.[Cl:47][CH2:48][Cl:49].[Na+:46].[o:1]1[c:2](-[c:6]2[n:7][n:8]3[c:9]([n:10][c:11]([NH:15][CH2:16][CH:17]4[NH:18][CH2:19][CH2:20][CH2:21]4)[n:12][c:13]3[NH2:14])[n:22]2)[cH:3][cH:4][cH:5]1>>[o:1]1[c:2](-[c:6]2[n:7][n:8]3[c:9]([n:10][c:11]([NH:15][CH2:16][CH:17]4[N:18]([CH2:26][c:25]5[c:24]([Cl:23])[cH:31][cH:30][cH:29][c:28]5[Cl:32])[CH2:19][CH2:20][CH2:21]4)[n:12][c:13]3[NH2:14])[n:22]2)[cH:3][cH:4][cH:5]1. Reactants: Tween 80, NC1=CC=C(C(=O)O)C=C1 (para-aminobenzoic acid), NC1=CC=C(C(=O)O)C=C1 (PABA), N1C(=O)NC(=O)C=C1 (uracil), [C@@H]1([C@H](O)[C@H](O)[C@@H](CO)O1)N1C(=O)NC(=O)C=C1 (uridine), [Na+].[Cl-] (NaCl). Yields the product O=C[C@H](O)[C@@H](O)[C@H](O)[C@H](O)CO (glucose). Procedure: For strains which required para-aminobenzoic acid (PABA) for growth, PABA was added to a final concentration of 1 μg/ml. For strains which required uracil and uridine these were added at 20 mM and 10 mM, respectively. Spores were suspended in Tween 80—saline solution (0.025% Tween 80, 0.8% NaCl) and stored at 4° C. Solvent: Tween 80. RXN SMILES: NC1C=CC([C:6](O)=[O:7])=CC=1.N1C=CC(=O)NC1=[O:13].[C@@H:19]1(N2C=CC(=O)NC2=O)[O:27][C@H:24]([CH2:25][OH:26])[C@@H:22]([OH:23])[C@H:20]1[OH:21].[Na+].[Cl-]>>[O:7]=[CH:6][C@@H:25]([C@H:24]([C@@H:22]([C@@H:20]([CH2:19][OH:27])[OH:21])[OH:23])[OH:13])[OH:26] |f:3.4|. Reactants: CC(C)(C)OC(=O)N1CCc2sc(CO)cc2C1, CCO, NN, O=C1NC(=O)c2ccccc21, CCOC(=O)N=NC(=O)OCC, C1CCOC1, O, c1ccc(P(c2ccccc2)c2ccccc2)cc1. The product is CC(C)(C)OC(=O)N1CCc2sc(CN)cc2C1. As a reaction SMILES: [C:1]([CH3:2])([CH3:3])([CH3:4])[O:5][C:6](=[O:7])[N:8]1[CH2:9][c:10]2[c:11]([s:14][c:15]([CH2:17][OH:18])[cH:16]2)[CH2:12][CH2:13]1.[CH3:69][CH2:70][OH:71].[NH2:62][NH2:63].[O:38]=[C:39]1[NH:40][C:47](=[O:48])[c:42]2[c:41]1[cH:46][cH:45][cH:44][cH:43]2.[O:49]=[C:50]([O:51][CH2:52][CH3:53])[N:54]=[N:55][C:56]([O:57][CH2:58][CH3:59])=[O:60].[O:64]1[CH2:65][CH2:66][CH2:67][CH2:68]1.[OH2:61].[c:19]1([P:20]([c:21]2[cH:22][cH:23][cH:24][cH:25][cH:26]2)[c:27]2[cH:28][cH:29][cH:30][cH:31][cH:32]2)[cH:33][cH:34][cH:35][cH:36][cH:37]1>>[C:1]([CH3:2])([CH3:3])([CH3:4])[O:5][C:6](=[O:7])[N:8]1[CH2:9][c:10]2[c:11]([s:14][c:15]([CH2:17][NH2:40])[cH:16]2)[CH2:12][CH2:13]1.